This data is from the Open Reaction Database (ORD), a public repository of structured organic reaction records. The task is: describe an organic reaction: reactants, conditions, products, and yield Reactants: COC(=O)[C@H]1N(C[C@@H](C1)S(=O)(=O)C1=C(C=CC=C1)C(F)(F)F)C(CC(C1CCOCC1)=O)=O ((2S,4R)-1-[3-oxo-3-(tetrahydro-pyran-4-yl)-propionyl]-4-(2-trifluoromethyl-benzenesulfonyl)-pyrrolidine-2-carboxylic acid methyl ester), COC=1C=CC(=CC1)P2(=S)SP(=S)(S2)C=3C=CC(=CC3)OC (Lawesson's reagent). The product is COC(=O)[C@H]1N(C[C@@H](C1)S(=O)(=O)C1=C(C=CC=C1)C(F)(F)F)C(CC(C1CCOCC1)=O)=S ((2S,4R)-1-[3-oxo-3-(tetrahydro-pyran-4-yl)-thiopropionyl]-4-(2-trifluoromethyl-benzenesulfonyl)-pyrrolidine-2-carboxylic acid methyl ester). As a reaction SMILES: [CH3:1][O:2][C:3]([C@@H:5]1[CH2:9][C@@H:8]([S:10]([C:13]2[CH:18]=[CH:17][CH:16]=[CH:15][C:14]=2[C:19]([F:22])([F:21])[F:20])(=[O:12])=[O:11])[CH2:7][N:6]1[C:23](=O)[CH2:24][C:25](=[O:32])[CH:26]1[CH2:31][CH2:30][O:29][CH2:28][CH2:27]1)=[O:4].COC1C=CC(P2(SP(C3C=CC(OC)=CC=3)(=S)S2)=[S:43])=CC=1>>[CH3:1][O:2][C:3]([C@@H:5]1[CH2:9][C@@H:8]([S:10]([C:13]2[CH:18]=[CH:17][CH:16]=[CH:15][C:14]=2[C:19]([F:22])([F:21])[F:20])(=[O:12])=[O:11])[CH2:7][N:6]1[C:23](=[S:43])[CH2:24][C:25](=[O:32])[CH:26]1[CH2:31][CH2:30][O:29][CH2:28][CH2:27]1)=[O:4]. Procedure details: In analogy to the procedure described in example 192f, (2S,4R)-1-[3-oxo-3-(tetrahydro-pyran-4-yl)-propionyl]-4-(2-trifluoromethyl-benzenesulfonyl)-pyrrolidine-2-carboxylic acid methyl ester was reacted with Lawesson's reagent to give the title compound as yellow oil. MS (ESI): m/z=508.1 [M+H]+. Starting materials: O[Li].O (LiOH.H2O), CC(CS(=O)(=O)N[C@@H]1CCC2=CC=C(C=C12)C(=O)OC)C ((R)-methyl 3-(2-methylpropylsulfonamido)-2,3-dihydro-1H-indene-5-carboxylate). Solvent: O (water), CO.C1CCOC1 (MeOH THF). Conditions: time 6 hour. The product is CC(CS(=O)(=O)N[C@@H]1CCC2=CC=C(C=C12)C(=O)O)C ((R)-3-(2-Methylpropylsulfonamido)-2,3-dihydro-1H-indene-5-carboxylic acid). Reaction SMILES: O[Li].O.[CH3:4][CH:5]([CH3:24])[CH2:6][S:7]([NH:10][C@H:11]1[C:19]2[C:14](=[CH:15][CH:16]=[C:17]([C:20]([O:22]C)=[O:21])[CH:18]=2)[CH2:13][CH2:12]1)(=[O:9])=[O:8]>O.CO.C1COCC1>[CH3:4][CH:5]([CH3:24])[CH2:6][S:7]([NH:10][C@H:11]1[C:19]2[C:14](=[CH:15][CH:16]=[C:17]([C:20]([OH:22])=[O:21])[CH:18]=2)[CH2:13][CH2:12]1)(=[O:8])=[O:9] |f:0.1,4.5|. Reported procedure: LiOH.H2O (200 mg, 4.8 mmol, 3 eq) in water (3 ml) was added dropwise to a cooled (0° C.) solution of (R)-methyl 3-(2-methylpropylsulfonamido)-2,3-dihydro-1H-indene-5-carboxylate (C-03) (500 mg, 1.6 mmol, 1 eq) in MeOH:THF (1:1, 12 ml), and stirring was carried out for 6 h at RT. After monitoring by thin-layer chromatography, the reaction solution was concentrated under reduced pressure and the residue was taken up in water (50 ml), adjusted to pH 2 with 2M HCl solution and extracted with dichlor... Reactants: CCO, Cl, O=C(O)c1cn(-c2ccc(F)cc2F)c2cc(N3CC4CC3CN4Cc3ccccc3)c(F)cc2c1=O. The product is O=C(O)c1cn(-c2ccc(F)cc2F)c2cc(N3CC4CC3CN4)c(F)cc2c1=O. RXN SMILES: [CH3:38][CH2:39][OH:40].[ClH:41].[F:1][c:2]1[cH:3][c:4]2[c:5](=[O:37])[c:6]([C:34](=[O:35])[OH:36])[cH:7][n:8](-[c:26]3[c:27]([F:33])[cH:28][c:29]([F:32])[cH:30][cH:31]3)[c:9]2[cH:10][c:11]1[N:12]1[CH:13]2[CH2:14][N:15]([CH2:19][c:20]3[cH:21][cH:22][cH:23][cH:24][cH:25]3)[CH:16]([CH2:17]1)[CH2:18]2>>[F:1][c:2]1[cH:3][c:4]2[c:5](=[O:37])[c:6]([C:34](=[O:35])[OH:36])[cH:7][n:8](-[c:26]3[c:27]([F:33])[cH:28][c:29]([F:32])[cH:30][cH:31]3)[c:9]2[cH:10][c:11]1[N:12]1[CH:13]2[CH2:14][NH:15][CH:16]([CH2:17]1)[CH2:18]2. Starting materials: N#CCCl, [H-], [Na+], CN(C)C=O, CCOC(=O)c1[nH]c2ccc(Cl)cc2c1-c1ccccc1. Yields the product CCOC(=O)c1c(-c2ccccc2)c2cc(Cl)ccc2n1CC#N. RXN SMILES: [Cl:24][CH2:25][C:26]#[N:27].[H-:1].[Na+:2].[O:28]=[CH:29][N:30]([CH3:31])[CH3:32].[c:3]1(-[c:9]2[c:10]([C:19](=[O:20])[O:21][CH2:22][CH3:23])[nH:11][c:12]3[cH:13][cH:14][c:15]([Cl:18])[cH:16][c:17]23)[cH:4][cH:5][cH:6][cH:7][cH:8]1>>[c:3]1(-[c:9]2[c:10]([C:19](=[O:20])[O:21][CH2:22][CH3:23])[n:11]([CH2:25][C:26]#[N:27])[c:12]3[cH:13][cH:14][c:15]([Cl:18])[cH:16][c:17]23)[cH:4][cH:5][cH:6][cH:7][cH:8]1. Starting materials: NC1=NC(N(C=C1)C1OC(C(C1(C)O)O)CO)=O (4-amino-1-(3,4-dihydroxy-5-hydroxymethyl-3-methyl-tetrahydro-furan-2-yl)-1H-pyrimidin-2-one), C(CCl)Cl (EDC), C(=O)(OC(C)(C)C)N[C@@H](C(C)C)C(=O)O (N—Boc-L-valine), C(C)(C)(C)[SiH2]OC(C1C(C(C(O1)N1C(N=C(C=C1)N=CN(C)C)=O)(C)O)O)(C1=CC=CC=C1)C1=CC=CC=C1 (N′-{1-[5-(tert-butyl-diphenyl-silanyloxymethyl)-3,4-dihydroxy-3-methyl-tetrahydro-furan-2-yl]-2-oxo-1,2-dihydro-pyrimidin-4-yl}-N,N-dimethyl-formamidine), C(C)(C)(C)[SiH2]OC(C1C(C(C(O1)N1C(N=C(C=C1)N=CN(C)C)=O)(C)O)O)(C1=CC=CC=C1)C1=CC=CC=C1 (N′-{1-[5-(tert-butyl-diphenyl-silanyloxymethyl)-3,4-dihydroxy-3-methyl-tetrahydro-furan-2-yl]-2-oxo-1,2-dihydro-pyrimidin-4-yl}-N,N-dimethyl-formamidine). Reagents/catalysts: CN(C)C=1C=CN=CC1 (DMAP). RXN SMILES: NC1C=CN(C2C(O)(C)C(O)C(CO)O2)C(=O)N=1.[C:19]([SiH2:23][O:24][C:25]([C:52]1[CH:57]=[CH:56][CH:55]=[CH:54][CH:53]=1)([C:46]1[CH:51]=[CH:50][CH:49]=[CH:48][CH:47]=1)[CH:26]1[O:30][CH:29]([N:31]2[CH:36]=[CH:35][C:34]([N:37]=[CH:38][N:39]([CH3:41])[CH3:40])=[N:33][C:32]2=[O:42])[C:28]([OH:44])([CH3:43])[CH:27]1[OH:45])([CH3:22])([CH3:21])[CH3:20].[C:58]([NH:65][C@H:66]([C:70](O)=[O:71])[CH:67]([CH3:69])[CH3:68])([O:60][C:61]([CH3:64])([CH3:63])[CH3:62])=[O:59].C(Cl)CCl>CN(C1C=CN=CC=1)C.C(Cl)Cl>[C:19]([SiH2:23][O:24][C:25]([C:46]1[CH:51]=[CH:50][CH:49]=[CH:48][CH:47]=1)([C:52]1[CH:53]=[CH:54][CH:55]=[CH:56][CH:57]=1)[CH:26]1[CH:27]([O:45][C:70](=[O:71])[CH:66]([NH:65][C:58]([O:60][C:61]([CH3:62])([CH3:64])[CH3:63])=[O:59])[CH:67]([CH3:69])[CH3:68])[C:28]([OH:44])([CH3:43])[CH:29]([N:31]2[CH:36]=[CH:35][C:34]([N:37]=[CH:38][N:39]([CH3:40])[CH3:41])=[N:33][C:32]2=[O:42])[O:30]1)([CH3:20])([CH3:21])[CH3:22]. Procedure: In another preferred embodiment of the present invention, compound (6) is reacted with Me2NCH(OMe)2 in DMF to form (7), N-[1-(3,4-dihydroxy-5-hydroxymethyl-3-methyl-tetrahydro-furan-2-yl)-2-oxo-1,2-dihydro-pyrimidin-4-yl]-N,N-dimethylformamidine, which is the amino-protected form of (i); reacting (2) with TBDPSCl and imidazole in DCM to provide the 5′-silyl-protected form of (6) as N′-{1-[5-(tert-butyl-diphenyl-silanyloxymethyl)-3,4-dihydroxy-3-methyl-tetrahydro-furan-2-yl]-2-oxo-1,2-dihydro-pyr... The solvent is C(Cl)Cl (DCM), C(Cl)Cl (DCM). The product is C(C)(C)(C)[SiH2]OC(C1OC(C(C1OC(C(C(C)C)NC(=O)OC(C)(C)C)=O)(C)O)N1C(N=C(C=C1)N=CN(C)C)=O)(C1=CC=CC=C1)C1=CC=CC=C1 (2-tert-butoxycarbonylamino-3-methyl-butyric acid 2-(tert-butyl-diphenyl-silanyloxy-methyl)-5-[4-(dimethylamino-methyleneamino)-2-oxo-2H-pyrimidin-1-yl]-4-hydroxy-4-methyl-tetrahydro-furan-3-yl ester). Starting materials: CN1C=C(C=N1)C2=C(N=C(C=C2)N)OC, CN1CC(OC2=C(C1)C=CC(=N2)Cl)C3CC(C3)(F)F. The reagents and catalysts are C(=O)([O-])[O-].[Cs+].[Cs+], CC1(C2=C(C(=CC=C2)P(C3=CC=CC=C3)C4=CC=CC=C4)OC5=C1C=CC=C5P(C6=CC=CC=C6)C7=CC=CC=C7)C, CC(=O)O.CC(=O)O.[Pd]. Solvent: C1COCCO1. Run at temperature 145 celsius. Product: CN1CC(OC2=C(C1)C=CC(=N2)NC3=NC(=C(C=C3)C4=CN(N=C4)C)OC)C5CC(C5)(F)F. Yield: 69.6%. Procedure details: Palladium(II) acetate (0.019 g, 0.08 mmol) and 4,5-Bis(diphenylphosphino)-9,9-dimethylxanthene (0.096 g, 0.17 mmol) were added to a degassed solution of 8-chloro-2-(3,3-difluorocyclobutyl)-4-methyl-2,3,4,5-tetrahydropyrido[3,2-f][1,4]oxazepine (0.160 g, 0.55 mmol), 6-methoxy-5-(1-methyl-1H-pyrazol-4-yl)pyridin-2-amine (0.113 g, 0.55 mmol) and Cesium carbonate (0.058 mL, 0.72 mmol) in dry dioxane (15 mL). The reaction was heated in a microwave oven at 145°C for 1h. About 50% of product. The react... The reactants are CC(=O)O, CO, [N-]=[N+]=Nc1ccnc2cc(CN3CCN(S(=O)(=O)c4cc5ccc(Cl)cc5s4)CC3=O)ccc12. Yields the product Nc1ccnc2cc(CN3CCN(S(=O)(=O)c4cc5ccc(Cl)cc5s4)CC3=O)ccc12. As a reaction SMILES: [C:37]([OH:38])(=[O:39])[CH3:40].[CH3:35][OH:36].[N:1](=[N+:2]=[N-:3])[c:4]1[cH:5][cH:6][n:7][c:8]2[cH:9][c:10]([CH2:14][N:15]3[C:16](=[O:34])[CH2:17][N:18]([S:21](=[O:22])(=[O:23])[c:24]4[cH:25][c:26]5[c:27]([s:28]4)[cH:29][c:30]([Cl:33])[cH:31][cH:32]5)[CH2:19][CH2:20]3)[cH:11][cH:12][c:13]12>>[NH2:1][c:4]1[cH:5][cH:6][n:7][c:8]2[cH:9][c:10]([CH2:14][N:15]3[C:16](=[O:34])[CH2:17][N:18]([S:21](=[O:22])(=[O:23])[c:24]4[cH:25][c:26]5[c:27]([s:28]4)[cH:29][c:30]([Cl:33])[cH:31][cH:32]5)[CH2:19][CH2:20]3)[cH:11][cH:12][c:13]12.